This data is from the Open Reaction Database (ORD), a public repository of structured organic reaction records. The task is: describe an organic reaction: reactants, conditions, products, and yield Starting materials: C(CCC)[Li] (n-butyllithium), C(C)OC(C#C)=O (propynoic acid ethyl ester), CC(=O)C (acetone). The solvent is O1CCCC1.CCOCC.CCCCC (tetrahydrofuran ether pentane). Conditions: time 15 minute. Yields the product C(C)OC(C#CC(C)(C)O)=O (4-hydroxy-4-methyl-pent-2-ynoic acid ethyl ester). Isolated yield 34.9%. RXN SMILES: [CH2:1]([O:3][C:4](=[O:7])[C:5]#[CH:6])[CH3:2].C([Li])CCC.[CH3:13][C:14]([CH3:16])=[O:15]>O1CCCC1.CCOCC.CCCCC>[CH2:1]([O:3][C:4](=[O:7])[C:5]#[C:6][C:14]([OH:15])([CH3:16])[CH3:13])[CH3:2] |f:3.4.5|. Reported procedure: To a stirred solution of propynoic acid ethyl ester (20 mL, 197 mmol) in a mixture of 300 mL tetrahydrofuran:ether:pentane (4:1:1 by volume) cooled in a dry ice/isopropanol bath was added n-butyllithium (79 mL, 197 mmol, 2.5 M in hexanes) dropwise. After 15 minutes, anhydrous acetone (13.1 mL, 197 mmol) was slowly added. The reaction was kept below −78° C. for 8 h and quenched with an aqueous ammonium chloride solution, and the resulting mixture was stirred for 5 min. The reaction was warmed up ...